describe an organic reaction: reactants, conditions, products, and yield From a dataset of the Open Reaction Database (ORD), a public repository of structured organic reaction records. Starting materials: C(C)OC=1C=C2C(C(=CNC2=CC1OC)C#N)=O (6-ethoxy-7-methoxy-4-oxo-1,4-dihydroquinoline-3-carbonitrile), P(=O)(Cl)(Cl)Cl (phosphorous oxychloride). Yields the product ClC1=C(C=NC2=CC(=C(C=C12)OCC)OC)C#N (4-Chloro-6-ethoxy-7-methoxyquinoline-3-carbonitrile). As a reaction SMILES: [CH2:1]([O:3][C:4]1[CH:5]=[C:6]2[C:11](=[CH:12][C:13]=1[O:14][CH3:15])[NH:10][CH:9]=[C:8]([C:16]#[N:17])[C:7]2=O)[CH3:2].P(Cl)(Cl)([Cl:21])=O>>[Cl:21][C:7]1[C:6]2[C:11](=[CH:12][C:13]([O:14][CH3:15])=[C:4]([O:3][CH2:1][CH3:2])[CH:5]=2)[N:10]=[CH:9][C:8]=1[C:16]#[N:17]. Reported procedure: A mixture of 7.95 g (32.6 mmol) of 6-ethoxy-7-methoxy-4-oxo-1,4-dihydroquinoline-3-carbonitrile and 50 mL of phosphorous oxychloride was refluxed for 3 h 40 min. The phosphorous oxychloride was removed in vacuo and the residue was slurried with ice water. Solid NaHCO3 was added (pH8) and the product was collected by filtration, washed well with water and dried in vacuo (40° C.). The yield was 7.75 g of 4-chloro-6-ethoxy-7-methoxyquinoline-3-carbonitrile as a tan solid: mass spectrum (electrospra... Starting materials: [Li]C(C)(C)C, C1CCOC1, COc1ccc2c(I)c(C)sc2c1. Product: COc1ccc2cc(C)sc2c1. Reaction SMILES: [C:1]([Li:2])([CH3:3])([CH3:4])[CH3:5].[CH2:19]1[O:20][CH2:21][CH2:22][CH2:23]1.[I:6][c:7]1[c:8]2[c:9]([s:10][c:11]1[CH3:12])[cH:13][c:14]([O:17][CH3:18])[cH:15][cH:16]2>>[cH:7]1[c:8]2[c:9]([s:10][c:11]1[CH3:12])[cH:13][c:14]([O:17][CH3:18])[cH:15][cH:16]2. Starting materials: BrCC1=C([C@H](NC(N1C1=CC(=CC=C1)C(F)(F)F)=O)C1=CC=C(C=C1)C#N)C(=O)OCC (Ethyl (4R)-6-(bromomethyl)-4-(4-cyanophenyl)-2-oxo-1-[3-(trifluoromethyl)phenyl]-1,2,3,4-tetra-hydropyrimidine-5-carboxylate), CNN (methylhydrazine). Reported procedure: 101 g (198.7 mmol) of ethyl (4R)-6-(bromomethyl)-4-(4-cyanophenyl)-2-oxo-1-[3-(trifluoromethyl)phenyl]-1,2,3,4-tetrahydropyrimidine-5-carboxylate (Example 6A) were initially charged in 2400 ml of dioxane. 27.46 g (596.1 mmol) of methylhydrazine were added dropwise to the solution, and the reaction mixture was then stirred at boiling point for 3 h. The mixture was then concentrated, and the residue was dissolved in dichloromethane and washed with water. The organic phase was dried over sodium sul... Reaction SMILES: Br[CH2:2][C:3]1[N:8]([C:9]2[CH:14]=[CH:13][CH:12]=[C:11]([C:15]([F:18])([F:17])[F:16])[CH:10]=2)[C:7](=[O:19])[NH:6][C@H:5]([C:20]2[CH:25]=[CH:24][C:23]([C:26]#[N:27])=[CH:22][CH:21]=2)[C:4]=1[C:28](OCC)=[O:29].[CH3:33][NH:34][NH2:35]>O1CCOCC1>[CH3:33][N:34]1[CH2:2][C:3]2[N:8]([C:9]3[CH:14]=[CH:13][CH:12]=[C:11]([C:15]([F:17])([F:16])[F:18])[CH:10]=3)[C:7](=[O:19])[NH:6][C@H:5]([C:20]3[CH:25]=[CH:24][C:23]([C:26]#[N:27])=[CH:22][CH:21]=3)[C:4]=2[C:28](=[O:29])[NH:35]1. Run in O1CCOCC1 (dioxane). The product is CN1NC(C2=C(C1)N(C(N[C@@H]2C2=CC=C(C#N)C=C2)=O)C2=CC(=CC=C2)C(F)(F)F)=O (4-{(4R)-7-Methyl-2,5-dioxo-1-[3-(trifluoromethyl)phenyl]-1,2,3,4,5,6,7,8-octahydropyrimido-[4,5-d]pyridazin-4-yl}benzonitrile). Reactants: ClCCNC(NC1=CC=C(C(=O)OC)C=C1)=O (Methyl 4-(3-(2-chloroethyl)ureido)benzoate), C(=O)([O-])[O-].[K+].[K+] (K2CO3). Run in CN(C=O)C (N,N-dimethylformamide). The product is O=C1N(CCN1)C1=CC=C(C(=O)OC)C=C1 (Methyl 4-(2-oxoimidazolidin-1-yl)benzoate). RXN SMILES: Cl[CH2:2][CH2:3][NH:4][C:5](=[O:17])[NH:6][C:7]1[CH:16]=[CH:15][C:10]([C:11]([O:13][CH3:14])=[O:12])=[CH:9][CH:8]=1.C([O-])([O-])=O.[K+].[K+]>CN(C)C=O>[O:17]=[C:5]1[NH:4][CH2:3][CH2:2][N:6]1[C:7]1[CH:16]=[CH:15][C:10]([C:11]([O:13][CH3:14])=[O:12])=[CH:9][CH:8]=1 |f:1.2.3|. Procedure details: Methyl 4-(3-(2-chloroethyl)ureido)benzoate (8.5 g, 33.1 mmol) was then stirred in N,N-dimethylformamide (80 ml) with K2CO3 (2.3 g, 16.7 mmol) at room temperature for 12 hours. The solid was filtered off and the solvent was removed in vacuum. The crude product was dissolved in dichloromethane and purified on ISCO system (30% EtOAc in dichloromethane) to give a pure product as a white crystalline (5.48 g, 75%): 1H NMR (400 MHz, CDCl3) δ 8.00 (d, 2H), 7.62 (d, 2H), 4.90 (br s, 1H), 3.97 (dd, 2H), 3... Starting materials: CS(=O)(=O)OCCCOC1=CC2=C(C=CC(O2)=O)C=C1OC (7-[3-(methanesulfonyloxy)propoxy]-6-methoxy-2H-1-benzopyran-2-one), FC1=CC=C(C=C1)C(N1CCNCC1)C1=CC=C(C=C1)F (1-[bis(4-fluorophenyl)methyl]-piperazine), C(\C=C\C(=O)[O-])(=O)[O-] (Fumarate). Run in CC(=O)C (acetone). The product is FC1=CC=C(C=C1)C(N1CCN(CC1)CCCOC1=CC2=C(C=CC(O2)=O)C=C1OC)C1=CC=C(C=C1)F (7-{3-[4-(bis(4-fluorophenyl)methyl)-1-piperazinyl]propoxy}-6-methoxy-2H-1-benzopyran-2-one). Yield: 76.0%. RXN SMILES: CS(O[CH2:6][CH2:7][CH2:8][O:9][C:10]1[C:20]([O:21][CH3:22])=[CH:19][C:13]2[CH:14]=[CH:15][C:16](=[O:18])[O:17][C:12]=2[CH:11]=1)(=O)=O.[F:23][C:24]1[CH:29]=[CH:28][C:27]([CH:30]([C:37]2[CH:42]=[CH:41][C:40]([F:43])=[CH:39][CH:38]=2)[N:31]2[CH2:36][CH2:35][NH:34][CH2:33][CH2:32]2)=[CH:26][CH:25]=1.C([O-])(=O)/C=C/C([O-])=O>CC(C)=O>[F:43][C:40]1[CH:39]=[CH:38][C:37]([CH:30]([C:27]2[CH:28]=[CH:29][C:24]([F:23])=[CH:25][CH:26]=2)[N:31]2[CH2:32][CH2:33][N:34]([CH2:6][CH2:7][CH2:8][O:9][C:10]3[C:20]([O:21][CH3:22])=[CH:19][C:13]4[CH:14]=[CH:15][C:16](=[O:18])[O:17][C:12]=4[CH:11]=3)[CH2:35][CH2:36]2)=[CH:42][CH:41]=1. Reported procedure: Method B (36 h at 60° C.); starting materials: 7-[3-(methanesulfonyloxy)propoxy]-6-methoxy-2H-1-benzopyran-2-one (example 68) and 1-[bis(4-fluorophenyl)methyl]-piperazine; yield 76% Ol. Fumarate: method E; yield 82%; fusion point 200°-202° C. (from acetone). Product: C1(CC1)COC=1C=CC(=NC1)C#N (5-(cyclopropylmethoxy)picolinonitrile). Run in O (water), CN(C)C=O (DMF). As a reaction SMILES: [CH:1]1([CH2:4][OH:5])[CH2:3][CH2:2]1.[H-].[Na+].Cl[C:9]1[CH:10]=[CH:11][C:12]([C:15]#[N:16])=[N:13][CH:14]=1>CN(C=O)C.O>[CH:1]1([CH2:4][O:5][C:9]2[CH:10]=[CH:11][C:12]([C:15]#[N:16])=[N:13][CH:14]=2)[CH2:3][CH2:2]1 |f:1.2|. Conditions: time 15 minute. Procedure details: To a disposable tube were added cyclopropylmethanol (0.44 ml, 5.41 mmol) in DMF (2 ml) and followed by addition of sodium hydride (60% dispersion in mineral oil) (260 mg, 6.50 mmol) slowly. It was stirred at RT for 15 min. Then 5-chloro-2-cyanopyridine (500 mg, 3.61 mmol) was added. It was stirred at RT for 1 h. Then the reaction mixture was diluted with water and extracted with EtOAc and tBuOMe. The organic extract was washed with brine and dried over MgSO4. The solution was filtered and concen... Starting materials: [H-].[Na+] (sodium hydride), C1(CC1)CO (cyclopropylmethanol), ClC=1C=CC(=NC1)C#N (5-chloro-2-cyanopyridine).